Task: describe an organic reaction: reactants, conditions, products, and yield. Dataset: the Open Reaction Database (ORD), a public repository of structured organic reaction records Reactants: [Si](CC)(CC)CC, c1(cccnc1)[C@H](C(Nc1nnc(CCSCCc2sc(nn2)NC(=O)[C@H](c2cnccc2)C)s1)=O)C. The reagents and catalysts are c1ccc(cc1)-c2c3ccccc3cc4ccccc24 (9-Phenylanthracene), N(c1ccc(cc1)C)(C(COc1c(cccc1)N)=O)CCCc1ccccc1 (RhCl(PPh3)3). Run in C1CCOC1 (THF). Reaction conditions: temperature 90 celsius, time 18 hour. Yields the product C[C@@H](CNc1nnc(CCSCCc2nnc(NC(=O)[C@@H](C)c3cccnc3)s2)s1)c4cccnc4. RXN SMILES: [CH3:1][C@@H:2]([c:31]1[cH:36][n:35][cH:34][cH:33][cH:32]1)[C:3]([NH:5][c:6]2[s:30][c:9]([CH2:10][CH2:11][S:12][CH2:13][CH2:14][c:15]3[s:29][c:18]([NH:19][C:20]([C@@H:21]([c:23]4[cH:28][n:27][cH:26][cH:25][cH:24]4)[CH3:22])=O)[n:17][n:16]3)[n:8][n:7]2)=[O:4].CC[SiH](CC)CC>>[CH3:22][C@H:21]([c:23]1[cH:28][n:27][cH:26][cH:25][cH:24]1)[CH2:20][NH:19][c:18]2[s:29][c:15]([CH2:14][CH2:13][S:12][CH2:11][CH2:10][c:9]3[s:30][c:6]([NH:5][C:3]([C@H:2]([c:31]4[cH:36][n:35][cH:34][cH:33][cH:32]4)[CH3:1])=[O:4])[n:7][n:8]3)[n:16][n:17]2. Reactants: Br[Mg]c1ccccc1, COc1cc(-c2noc(C)n2)c(C=O)cc1OCc1ccccc1, CCOC(C)=O, [Cl-], Cl, [NH4+], C1CCOC1. The product is COc1cc(-c2noc(C)n2)c(C(O)c2ccccc2)cc1OCc1ccccc1. As a reaction SMILES: [Br:25][Mg:26][c:27]1[cH:28][cH:29][cH:30][cH:31][cH:32]1.[CH2:1]([c:2]1[cH:3][cH:4][cH:5][cH:6][cH:7]1)[O:8][c:9]1[c:10]([O:23][CH3:24])[cH:11][c:12](-[c:17]2[n:18][o:19][c:20]([CH3:22])[n:21]2)[c:13]([CH:14]=[O:15])[cH:16]1.[CH3:36][CH2:37][O:38][C:39](=[O:40])[CH3:41].[Cl-:33].[ClH:35].[NH4+:34].[O:42]1[CH2:43][CH2:44][CH2:45][CH2:46]1>>[CH2:1]([c:2]1[cH:3][cH:4][cH:5][cH:6][cH:7]1)[O:8][c:9]1[c:10]([O:23][CH3:24])[cH:11][c:12](-[c:17]2[n:18][o:19][c:20]([CH3:22])[n:21]2)[c:13]([CH:14]([OH:15])[c:27]2[cH:28][cH:29][cH:30][cH:31][cH:32]2)[cH:16]1. The reactants are [OH-].[Na+] (sodium hydroxide), O=C(C)C=C(C)C (mesityl oxide), C(C=C(C)C)Cl (prenyl chloride), [Cl-].CC(CCCCCCCCCCCCCCCCC[NH3+])(C)C (trimethylstearylammonium chloride). Solvent: O (water), O (water). Reaction conditions: time 2 hour. The product is C(C)(C)=C(C(C)=O)CC=C(C)C (3-isopropylidene-6-methyl-5-hepten-2-one). As a reaction SMILES: [OH-].[Na+].[O:3]=[C:4]([CH:6]=[C:7]([CH3:9])[CH3:8])[CH3:5].[CH2:10](Cl)[CH:11]=[C:12]([CH3:14])[CH3:13].[Cl-].CC(C)(C)CCCCCCCCCCCCCCCCC[NH3+]>O>[C:7](=[C:6]([CH2:10][CH:11]=[C:12]([CH3:14])[CH3:13])[C:4](=[O:3])[CH3:5])([CH3:9])[CH3:8] |f:0.1,4.5|. Reported procedure: To a solution of 600 g of sodium hydroxide in 490 g of water was added 980 g of mesityl oxide together with 520 g of prenyl chloride and 25 g of trimethylstearylammonium chloride, and the mixture was reacted in a water bath under stirring for 2 hours (The reaction temperature rose to 70° C.). The reaction mixture was poured into water and extracted with ethyl ether. The ethereal solution was washed with water and dried over anhydrous sodium sulfate. The ether was distilled off under reduced pres... Reactants: COC(=O)C=1N=COC1C1=C(C=CC=C1F)Cl (4-methoxycarbonyl-5-(2-chloro-6-fluorophenyl)oxazole), [OH-].[Na+] (NaOH), NC=1C=C(C=CC1)CC(=O)NC1=CC(=C(C(=C1)OC)OC)OC (2-(3-aminophenyl)-N-(3,4,5-trimethoxyphenyl)acetamide), CCN=C=NCCCN(C)C (EDCI), carboxylic acid. The reagents and catalysts are CN(C)C=1C=CN=CC1 (DMAP). The solvent is C1CCOC1 (THF), CO (MeOH), O (H2O), C(Cl)Cl (CH2Cl2). Conditions: temperature 50 celsius. The product is COC=1C=C(C=C(C1OC)OC)NC(CC1=CC(=CC=C1)NC(=O)C=1N=COC1C1=C(C=CC=C1F)Cl)=O (N-(3,4,5-trimethoxyphenyl)-3-(5-(2-chloro-6-fluoro-phenyl)oxazol-4-oyl)aminophenyl Acetamide). Yield: 38.6%. As a reaction SMILES: CO[C:3]([C:5]1[N:6]=[CH:7][O:8][C:9]=1[C:10]1[C:15]([F:16])=[CH:14][CH:13]=[CH:12][C:11]=1[Cl:17])=[O:4].[OH-].[Na+].[NH2:20][C:21]1[CH:22]=[C:23]([CH2:27][C:28]([NH:30][C:31]2[CH:36]=[C:35]([O:37][CH3:38])[C:34]([O:39][CH3:40])=[C:33]([O:41][CH3:42])[CH:32]=2)=[O:29])[CH:24]=[CH:25][CH:26]=1.CCN=C=NCCCN(C)C>CN(C1C=CN=CC=1)C.C(Cl)Cl.O.C1COCC1.CO>[CH3:38][O:37][C:35]1[CH:36]=[C:31]([NH:30][C:28](=[O:29])[CH2:27][C:23]2[CH:24]=[CH:25][CH:26]=[C:21]([NH:20][C:3]([C:5]3[N:6]=[CH:7][O:8][C:9]=3[C:10]3[C:15]([F:16])=[CH:14][CH:13]=[CH:12][C:11]=3[Cl:17])=[O:4])[CH:22]=2)[CH:32]=[C:33]([O:41][CH3:42])[C:34]=1[O:39][CH3:40] |f:1.2|. Procedure: A mixture of 4-methoxycarbonyl-5-(2-chloro-6-fluorophenyl)oxazole (236 mg, 0.927 mmol), MeOH (5 ml), THF (1 ml), and 2N NaOH (1.5 ml, 3.00 mmol) was heated to 50° C. for 30 minutes. The mixture was cooled to room temperature and H2O and ice were added followed by acidification to pH 2 and extraction with EtOAc. The organic fraction was washed (brine), dried (Na2SO4), filtered, and concentrated to give the crude carboxylic acid. The crude carboxylic acid, 2-(3-aminophenyl)-N-(3,4,5-trimethoxyphen...